This data is from the Open Reaction Database (ORD), a public repository of structured organic reaction records. The task is: describe an organic reaction: reactants, conditions, products, and yield The reactants are [OH-].[Na+] (sodium hydroxide), C(#N)C1=C(C(=C(C2=C1N=C(O2)N2CC(C2)CC(=O)OCC)N2C[C@H](CC2)N(C)C)C2=CC=CC=C2)C (Ethyl (1-{4-cyano-7-[(3S)-3-(dimethylamino)pyrrolidin-1-yl]-5-methyl-6-phenyl-1,3-benzoxazol-2-yl}azetidin-3-yl)acetate), Cl (hydrochloric acid). Run in O1CCCC1 (tetrahydrofuran). Run at time 18 hour. The product is C(#N)C1=C(C(=C(C2=C1N=C(O2)N2CC(C2)CC(=O)O)N2C[C@H](CC2)N(C)C)C2=CC=CC=C2)C ((1-{4-Cyano-7-[(3S)-3-(dimethylamino)pyrrolidin-1-yl]-5-methyl-6-phenyl-1,3-benzoxazol-2-yl}azetidin-3-yl)acetic acid). The yield is 16.9%. Reaction SMILES: [C:1]([C:3]1[C:8]2[N:9]=[C:10]([N:12]3[CH2:15][CH:14]([CH2:16][C:17]([O:19]CC)=[O:18])[CH2:13]3)[O:11][C:7]=2[C:6]([N:22]2[CH2:26][CH2:25][C@H:24]([N:27]([CH3:29])[CH3:28])[CH2:23]2)=[C:5]([C:30]2[CH:35]=[CH:34][CH:33]=[CH:32][CH:31]=2)[C:4]=1[CH3:36])#[N:2].[OH-].[Na+].Cl>O1CCCC1>[C:1]([C:3]1[C:8]2[N:9]=[C:10]([N:12]3[CH2:15][CH:14]([CH2:16][C:17]([OH:19])=[O:18])[CH2:13]3)[O:11][C:7]=2[C:6]([N:22]2[CH2:26][CH2:25][C@H:24]([N:27]([CH3:29])[CH3:28])[CH2:23]2)=[C:5]([C:30]2[CH:35]=[CH:34][CH:33]=[CH:32][CH:31]=2)[C:4]=1[CH3:36])#[N:2] |f:1.2|. Reported procedure: Ethyl (1-{4-cyano-7-[(3S)-3-(dimethylamino)pyrrolidin-1-yl]-5-methyl-6-phenyl-1,3-benzoxazol-2-yl}azetidin-3-yl)acetate (I-191) (220 mg, 0.45 mmol) was dissolved in tetrahydrofuran (5 ml), then 1 N sodium hydroxide (4.5 ml, 4.5 mmol) was added, followed by stirring at room temperature for 18 hours. After the reaction, the solvent was evaporated away under reduced pressure, then 1 N hydrochloric acid (4.5 ml, 4.5 mmol) was added, followed by extraction with a mixed solvent of chloroform:methanol ...